Dataset: the Open Reaction Database (ORD), a public repository of structured organic reaction records. Task: describe an organic reaction: reactants, conditions, products, and yield The reactants are FC=1C=CC(=C(C1)C1CC(C=2C(=CN=NC2C1)C)=O)C (7-(5-fluoro-2-methylphenyl)-4-methyl-5,6,7,8-tetrahydrocinnolin-5-one), C(=N)(N)NN.Cl (aminoguanidine hydrochloride), Cl (hydrochloric acid). The solvent is C(C)O (ethanol). Run at temperature 110 celsius, time 3.5 hour. Yields the product Cl.FC=1C=CC(=C(C1)C1CC(C=2C(=CN=NC2C1)C)=NNC(=N)N)C (7-(5-fluoro-2-methylphenyl)-5-guanidinoimino-4-methyl-5,6,7,8-tetrahydrocinnoline hydrochloride). Yield: 92.8%. Reaction SMILES: [F:1][C:2]1[CH:3]=[CH:4][C:5]([CH3:20])=[C:6]([CH:8]2[CH2:17][C:16]3[N:15]=[N:14][CH:13]=[C:12]([CH3:18])[C:11]=3[C:10](=O)[CH2:9]2)[CH:7]=1.[C:21]([NH:24][NH2:25])([NH2:23])=[NH:22].[ClH:26].Cl>C(O)C>[ClH:26].[F:1][C:2]1[CH:3]=[CH:4][C:5]([CH3:20])=[C:6]([CH:8]2[CH2:17][C:16]3[N:15]=[N:14][CH:13]=[C:12]([CH3:18])[C:11]=3[C:10](=[N:25][NH:24][C:21]([NH2:23])=[NH:22])[CH2:9]2)[CH:7]=1 |f:1.2,5.6|. Procedure: To a solution of 7-(5-fluoro-2-methylphenyl)-4-methyl-5,6,7,8-tetrahydrocinnolin-5-one (0.265 g) and aminoguanidine hydrochloride (0.12 g) in ethanol (3 ml) was added concentrated hydrochloric acid (0.15 ml), and the mixture was stirred at 110° C. (bath temperature) for 3.5 hours. The reaction solution was cooled to room temperature, and the crystals were filtered and dried to give 7-(5-fluoro-2-methylphenyl)-5-guanidinoimino-4-methyl-5,6,7,8-tetrahydrocinnoline hydrochloride (Compound 174) (0.3... Starting materials: COCCBr, O=C([O-])[O-], CN(C)C=O, [K+], [K+], Oc1ccc(I)cc1. The product is COCCOc1ccc(I)cc1. RXN SMILES: [Br:9][CH2:10][CH2:11][O:12][CH3:13].[C:14](=[O:15])([O-:16])[O-:17].[CH3:20][N:21]([CH3:22])[CH:23]=[O:24].[K+:18].[K+:19].[OH:1][c:2]1[cH:3][cH:4][c:5]([I:6])[cH:7][cH:8]1>>[O:1]([c:2]1[cH:3][cH:4][c:5]([I:6])[cH:7][cH:8]1)[CH2:10][CH2:11][O:12][CH3:13]. The product is O=Cc1cc(C(F)(F)F)cc2cn[nH]c12. Reactants: FC(F)(F)c1cc(Br)c2[nH]ncc2c1, [Li]C(C)(C)C, CN(C)C=O, CCOCC, [H-], [Na+], C1CCOC1. RXN SMILES: [Br:1][c:2]1[cH:3][c:4]([C:11]([F:12])([F:13])[F:14])[cH:5][c:6]2[cH:7][n:8][nH:9][c:10]12.[C:17]([Li:18])([CH3:19])([CH3:20])[CH3:21].[CH3:22][N:23]([CH:24]=[O:25])[CH3:26].[CH3:32][CH2:33][O:34][CH2:35][CH3:36].[H-:15].[Na+:16].[O:27]1[CH2:28][CH2:29][CH2:30][CH2:31]1>>[c:2]1([CH:24]=[O:25])[cH:3][c:4]([C:11]([F:12])([F:13])[F:14])[cH:5][c:6]2[cH:7][n:8][nH:9][c:10]12. Starting materials: CCOC(=O)CC#N, CCOC(CCCl)OCC, C[O-], CCO, [I-], [Na+], [Na+], O. Product: CCOC(=O)C(C#N)CCC(OCC)OCC. As a reaction SMILES: [C:4](#[N:5])[CH2:6][C:7](=[O:8])[O:9][CH2:10][CH3:11].[CH2:12]([CH3:13])[O:14][CH:15]([CH2:16][CH2:17][Cl:18])[O:19][CH2:20][CH3:21].[CH3:1][O-:2].[CH3:24][CH2:25][OH:26].[I-:23].[Na+:22].[Na+:3].[OH2:27]>>[C:4](#[N:5])[CH:6]([C:7](=[O:8])[O:9][CH2:10][CH3:11])[CH2:17][CH2:16][CH:15]([O:14][CH2:12][CH3:13])[O:19][CH2:20][CH3:21]. The reactants are BrCCBr, CCOC(=O)CN=Cc1ccccc1, CCOCC, CS(C)=O, Cl, O. The product is CCOC(=O)C1(N=Cc2ccccc2)CC1. RXN SMILES: [Br:15][CH2:16][CH2:17][Br:18].[CH2:1]([CH3:2])[O:3][C:4]([CH2:5][N:6]=[CH:7][c:8]1[cH:9][cH:10][cH:11][cH:12][cH:13]1)=[O:14].[CH3:20][CH2:21][O:22][CH2:23][CH3:24].[CH3:25][S:26]([CH3:27])=[O:28].[ClH:19].[OH2:29]>>[CH2:1]([CH3:2])[O:3][C:4]([C:5]1([N:6]=[CH:7][c:8]2[cH:9][cH:10][cH:11][cH:12][cH:13]2)[CH2:16][CH2:17]1)=[O:14].